This data is from the Open Reaction Database (ORD), a public repository of structured organic reaction records. The task is: describe an organic reaction: reactants, conditions, products, and yield The reactants are [NH4+].[Cl-] (NH4Cl), BrC=1C=NC(=NC1)Cl (5-bromo-2-chloropyrimidine), Cl.FC(C1=C(OC2CCNCC2)C=CC=C1)(F)F (4-[2-(trifluoromethyl)phenoxy]piperidine hydrochloride), C(C)(C)N(C(C)C)CC (N,N-diisopropylethylamine). Solvent: CC(C)O (2-propanol). Conditions: time 10 minute. Yields the product BrC=1C=NC(=NC1)N1CCC(CC1)OC1=C(C=CC=C1)C(F)(F)F (5-Bromo-2-{4-[2-(trifluoromethyl)phenoxy]piperidin-1-yl}pyrimidine). Reaction SMILES: [Br:1][C:2]1[CH:3]=[N:4][C:5](Cl)=[N:6][CH:7]=1.Cl.[F:10][C:11]([F:26])([F:25])[C:12]1[CH:24]=[CH:23][CH:22]=[CH:21][C:13]=1[O:14][CH:15]1[CH2:20][CH2:19][NH:18][CH2:17][CH2:16]1.C(N(CC)C(C)C)(C)C.[NH4+].[Cl-]>CC(O)C>[Br:1][C:2]1[CH:3]=[N:4][C:5]([N:18]2[CH2:17][CH2:16][CH:15]([O:14][C:13]3[CH:21]=[CH:22][CH:23]=[CH:24][C:12]=3[C:11]([F:10])([F:25])[F:26])[CH2:20][CH2:19]2)=[N:6][CH:7]=1 |f:1.2,4.5|. Procedure details: Into a 100-mL flask equipped with a magnetic stirbar was added 5-bromo-2-chloropyrimidine (3.80 g, 19.5 mmol), 4-[2-(trifluoromethyl)phenoxy]piperidine hydrochloride (6.90 g, 24.5 mmol) and 2-propanol (25 mL). The suspension was treated with N,N-diisopropylethylamine (8.6 mL, 49 mmol) and stirred at room temperature for 10 min and then heated to 100° C. for 16 h. After this time, the mixture was cooled to room temperature, poured into a 250-mL separatory funnel containing saturated aqueous NH4Cl... The reactants are C([O-])(O)=O.[Na+] (sodium bicarbonate), FC=1C=CC=2N(C1)C=NC2 (6-fluoroimidazo[1,5-a]pyridine), II (iodine), II (iodine). Run in O (water), CCO (EtOH). The product is FC=1C=CC=2N(C1)C=NC2I (6-Fluoro-1-iodoimidazo[1,5-a]pyridine). As a reaction SMILES: C(=O)(O)[O-].[Na+].[F:6][C:7]1[CH:8]=[CH:9][C:10]2[N:11]([CH:13]=[N:14][CH:15]=2)[CH:12]=1.[I:16]I>O.CCO>[F:6][C:7]1[CH:8]=[CH:9][C:10]2[N:11]([CH:13]=[N:14][C:15]=2[I:16])[CH:12]=1 |f:0.1|. Procedure: To a solution of sodium bicarbonate (1.3 g, 15.4 mmol) in water (3.66 mL) was added 6-fluoroimidazo[1,5-a]pyridine (see Example 32, 560 mg, 4.11 mmol) in EtOH (7.31 mL) followed by iodine (1.46 g, 5.76 mmol) at room temperature. After 16 h another 800 mg of iodine was added. After a further 16 h the reaction mixture was quenched with sodium thiosulfate and diluted with ethyl acetate. The organic phase was washed with water and brine then dried (MgSO4), filtered and concentrated in vacuo. Purific... The reactants are [BH4-], CO, [Na+], Cl[Ni]Cl, O, O, O, O, O, O, ON=C1CCc2ncccc21. Yields the product NC1CCc2ncccc21. RXN SMILES: [BH4-:12].[CH3:14][OH:15].[Na+:13].[Ni:22]([Cl:23])[Cl:24].[OH2:16].[OH2:17].[OH2:18].[OH2:19].[OH2:20].[OH2:21].[n:1]1[c:2]2[c:3]([cH:4][cH:5][cH:6]1)[C:7](=[N:10][OH:11])[CH2:8][CH2:9]2>>[n:1]1[c:2]2[c:3]([cH:4][cH:5][cH:6]1)[CH:7]([NH2:10])[CH2:8][CH2:9]2.